This data is from the Open Reaction Database (ORD), a public repository of structured organic reaction records. The task is: describe an organic reaction: reactants, conditions, products, and yield The reactants are C1CCOC1, COC[P+](c1ccccc1)(c1ccccc1)c1ccccc1, CC(C)(C)[O-], [Cl-], [K+], O=Cc1ccccn1. The product is COC=Cc1ccccn1. As a reaction SMILES: [CH2:38]1[O:39][CH2:40][CH2:41][CH2:42]1.[CH3:16][O:17][CH2:18][P+:19]([c:20]1[cH:21][cH:22][cH:23][cH:24][cH:25]1)([c:26]1[cH:27][cH:28][cH:29][cH:30][cH:31]1)[c:32]1[cH:33][cH:34][cH:35][cH:36][cH:37]1.[CH3:1][C:2]([CH3:3])([O-:4])[CH3:5].[Cl-:15].[K+:6].[n:7]1[c:8]([CH:13]=[O:14])[cH:9][cH:10][cH:11][cH:12]1>>[n:7]1[c:8]([CH:13]=[CH:18][O:17][CH3:16])[cH:9][cH:10][cH:11][cH:12]1. Starting materials: BrC1=CC(=CC=2C=COC21)OC (7-bromo-5-methoxybenzofuran), CB(O)O (methylboronic acid), C(=O)([O-])[O-].[Cs+].[Cs+] (Cs2CO3). Reagents/catalysts: C1=CC=C(C=C1)P([C-]2C=CC=C2)C3=CC=CC=C3.C1=CC=C(C=C1)P([C-]2C=CC=C2)C3=CC=CC=C3.Cl[Pd]Cl.[Fe+2] (Pd(dppf)2Cl2). Run in O1CCOCC1 (1,4-dioxane), O (H2O). Yields the product COC=1C=C(C2=C(C=CO2)C1)C (5-methoxy-7-methylbenzofuran). The yield is 38.5%. Reaction SMILES: Br[C:2]1[C:10]2[O:9][CH:8]=[CH:7][C:6]=2[CH:5]=[C:4]([O:11][CH3:12])[CH:3]=1.[CH3:13]B(O)O.C([O-])([O-])=O.[Cs+].[Cs+]>O1CCOCC1.O.C1C=CC(P(C2C=CC=CC=2)[C-]2C=CC=C2)=CC=1.C1C=CC(P(C2C=CC=CC=2)[C-]2C=CC=C2)=CC=1.Cl[Pd]Cl.[Fe+2]>[CH3:12][O:11][C:4]1[CH:3]=[C:2]([CH3:13])[C:10]2[O:9][CH:8]=[CH:7][C:6]=2[CH:5]=1 |f:2.3.4,7.8.9.10|. Reported procedure: A mixture of the product from Step C (3.6 g, 16 mmol), methylboronic acid (1.4 g, 24 mmol), Pd(dppf)2Cl2 (0.65 g, 0.8 mmol) and Cs2CO3 (13.0 g, 40 mmol) in 1,4-dioxane (50 mL) and H2O (10 mL) was refluxed for 3 hrs under N2 atmosphere. The reaction was cooled to room temperature and filtered through a celite pad. The filtrate was diluted with EtOAc (200 mL) and washed with brine (50 mL), dried over anhydrous sodium sulfate, and concentrated under reduced pressure. The residue was purified by sil... Reactants: C(C)(=O)OCC1=C(C=C(C=C1N1C(C2=CC=3CC(CC3N2CC1)(C)C)=O)F)Br (2-Bromo-4-fluoro-6-(9-oxo-4,4-dimethyl-1,10diazatricyclo[6.4.0.02,6]-dodeca-2(6),7-dien-10-yl)benzyl Acetate), C(C)N1CCN(CC1)C=1C=CC(=NC1)NC=1C(N(C=C(C1)B1OC(C(O1)(C)C)(C)C)C)=O (3-(5-(4-ethylpiperazin-1-yl)pyridin-2-ylamino)-1-methyl-5-(4,4,5,5-tetramethyl-1,3,2-dioxaborolan-2-yl)pyridin-2(1H)-one), C(=O)([O-])[O-].[Na+].[Na+] (Na2CO3), COCCOC (1,2-dimethoxy-ethane). Reagents/catalysts: C=1C=CC(=CC1)[P](C=2C=CC=CC2)(C=3C=CC=CC3)[Pd]([P](C=4C=CC=CC4)(C=5C=CC=CC5)C=6C=CC=CC6)([P](C=7C=CC=CC7)(C=8C=CC=CC8)C=9C=CC=CC9)[P](C=1C=CC=CC1)(C=1C=CC=CC1)C=1C=CC=CC1 (Pd(PPh3)4). The solvent is C(Cl)Cl (methylene chloride). Product: C(C)N1CCN(CC1)C=1C=CC(=NC1)NC1=CC(=CN(C1=O)C)C=1C(=C(C=C(C1)F)N1C(C2=CC=3CC(CC3N2CC1)(C)C)=O)COC(C)=O (10-[3-(5-{[5-(4-Ethylpiperazin-1-yl)pyridine-2-yl]amino}-1-methyl-6-oxo-1,6-dihydropyridin-3-yl)-5-fluoro-2-(acetoxymethyl)phenyl]-4,4-dimethyl-1,10-diazatricyclo[6.4.0.02,6]dodeca-2(6),7-dien-9-one). RXN SMILES: [C:1]([O:4][CH2:5][C:6]1[C:11]([N:12]2[CH2:23][CH2:22][N:21]3[C:14](=[CH:15][C:16]4[CH2:17][C:18]([CH3:25])([CH3:24])[CH2:19][C:20]=43)[C:13]2=[O:26])=[CH:10][C:9]([F:27])=[CH:8][C:7]=1Br)(=[O:3])[CH3:2].[CH2:29]([N:31]1[CH2:36][CH2:35][N:34]([C:37]2[CH:38]=[CH:39][C:40]([NH:43][C:44]3[C:45](=[O:60])[N:46]([CH3:59])[CH:47]=[C:48](B4OC(C)(C)C(C)(C)O4)[CH:49]=3)=[N:41][CH:42]=2)[CH2:33][CH2:32]1)[CH3:30].C([O-])([O-])=O.[Na+].[Na+].COCCOC>C1C=CC([P]([Pd]([P](C2C=CC=CC=2)(C2C=CC=CC=2)C2C=CC=CC=2)([P](C2C=CC=CC=2)(C2C=CC=CC=2)C2C=CC=CC=2)[P](C2C=CC=CC=2)(C2C=CC=CC=2)C2C=CC=CC=2)(C2C=CC=CC=2)C2C=CC=CC=2)=CC=1.C(Cl)Cl>[CH2:29]([N:31]1[CH2:36][CH2:35][N:34]([C:37]2[CH:38]=[CH:39][C:40]([NH:43][C:44]3[C:45](=[O:60])[N:46]([CH3:59])[CH:47]=[C:48]([C:7]4[C:6]([CH2:5][O:4][C:1](=[O:3])[CH3:2])=[C:11]([N:12]5[CH2:23][CH2:22][N:21]6[C:14](=[CH:15][C:16]7[CH2:17][C:18]([CH3:25])([CH3:24])[CH2:19][C:20]=76)[C:13]5=[O:26])[CH:10]=[C:9]([F:27])[CH:8]=4)[CH:49]=3)=[N:41][CH:42]=2)[CH2:33][CH2:32]1)[CH3:30] |f:2.3.4,^1:76,78,97,116|. Procedure details: To a microwave tube equipped with a stirring bar, 189a (381.9 mg, 0.850 mmol), 3-(5-(4-ethylpiperazin-1-yl)pyridin-2-ylamino)-1-methyl-5-(4,4,5,5-tetramethyl-1,3,2-dioxaborolan-2-yl)pyridin-2(1H)-one (201a) (560 mg, 1.275 mmol), Pd(PPh3)4 (49.1 mg, 0.043 mmol), Na2CO3 aqueous solution (1.0 N, 2.81 mL, 2.81 mmol), 1,2-dimethoxy-ethane (4 mL) were added. The mixture was reacted in microwave at 130° C. for 10 min. methylene chloride (200 mL) was added and the resulting mixture was washed with water... Starting materials: N1(CCCCC1)CC=1C=C(OCCCN)C=CC1 (3-[3-(Piperidinomethyl)phenoxy]propylamine), CS(=O)(=O)C1=NC=CC2=CC=CC=C12 (1-methylsulphonylisoquinoline). Yield: 18.2%. Product: N1(CCCCC1)CC=1C=C(OCCCNC2=NC=CC3=CC=CC=C23)C=CC1 (1-[3-[3-(Piperidinomethyl)phenoxy]propylamino]isoquinoline). As a reaction SMILES: [N:1]1([CH2:7][C:8]2[CH:9]=[C:10]([CH:16]=[CH:17][CH:18]=2)[O:11][CH2:12][CH2:13][CH2:14][NH2:15])[CH2:6][CH2:5][CH2:4][CH2:3][CH2:2]1.CS([C:23]1[C:32]2[C:27](=[CH:28][CH:29]=[CH:30][CH:31]=2)[CH:26]=[CH:25][N:24]=1)(=O)=O>CO>[N:1]1([CH2:7][C:8]2[CH:9]=[C:10]([CH:16]=[CH:17][CH:18]=2)[O:11][CH2:12][CH2:13][CH2:14][NH:15][C:23]2[C:32]3[C:27](=[CH:28][CH:29]=[CH:30][CH:31]=3)[CH:26]=[CH:25][N:24]=2)[CH2:6][CH2:5][CH2:4][CH2:3][CH2:2]1. Solvent: CO (methanol). Reported procedure: 3-[3-(Piperidinomethyl)phenoxy]propylamine (2.04 g) and 1-methylsulphonylisoquinoline (1.70 g) were fused at 135° C. for 51/4 hours. The cooled reaction mixture was taken up in methanol, filtered, evaporated and subjected to medium pressure column chromatography on silica (chloroform:methanol 1:19 - second column using chloroform) to give the title compound (0.56 g) as an oil. This was treated with maleic acid (0.35 g) in warm ethanol to yield, on cooling, 1-[3-[3-(piperidinomethyl)phenoxy]propy... The reactants are FC=1C=C(C=CC1N1N=C(N=C1)C)N1C(O[C@H](C1)CS(=O)(=O)C)=O ((5R)-3-[3-Fluoro-4-(3-methyl-1,2,4-triazol-1-yl)phenyl]-5-[(methanesulfonyl)methyl]-oxazolidin-2-one), FC=1C=C(C=CC1N1N=C(N=C1)C)N1C(O[C@H](C1)CS(=O)(=O)C)=O ((5R)-3-[3-Fluoro-4-(3-methyl-1,2,4-triazol-1-yl)phenyl]-5-[(methanesulfonyl)methyl]-oxazolidin-2-one), [N-]=[N+]=[N-].[Na+] (sodium azide), O (water). Reagents/catalysts: C1COCCOCCOCCOCCOCCO1 (18-crown-6). Solvent: CN(C=O)C (dimethylformamide). The product is FC=1C=C(C=CC1N1N=C(N=C1)C)N1C(OC(C1)CN=[N+]=[N-])=O (3-[3-Fluoro-4-(3-methyl-1,2,4-triazol-1-yl)phenyl]-5-(azidomethyl)-oxazolidin-2-one). Yield: 79.3%. As a reaction SMILES: [F:1][C:2]1[CH:3]=[C:4]([N:14]2[CH2:18][C@H:17]([CH2:19]S(C)(=O)=O)[O:16][C:15]2=[O:24])[CH:5]=[CH:6][C:7]=1[N:8]1[CH:12]=[N:11][C:10]([CH3:13])=[N:9]1.[N-:25]=[N+:26]=[N-:27].[Na+].O>CN(C)C=O.C1OCCOCCOCCOCCOCCOC1>[F:1][C:2]1[CH:3]=[C:4]([N:14]2[CH2:18][CH:17]([CH2:19][N:25]=[N+:26]=[N-:27])[O:16][C:15]2=[O:24])[CH:5]=[CH:6][C:7]=1[N:8]1[CH:12]=[N:11][C:10]([CH3:13])=[N:9]1 |f:1.2|. Procedure details: (5R)-3-[3-Fluoro-4-(3-methyl-1,2,4-triazol-1-yl)phenyl]-5-[(methanesulfonyl)methyl]-oxazolidin-2-one (Intermediate 24a) (5.432 g, 14.7 mmol), sodium azide (1.092 g, 16.6 mmol), and 18-crown-6 (0.069 g, 0.26 mmol) in dimethylformamide (15 mL) were heated to 90° C. for 3.75 hours. The reaction mixture was poured into water (200 ml) and extracted with dichloromethane (3×100 ml). The combined organic layers were washed once with brine, dried over MgSO4 and concentrated under vacuum. Chromatography o...